From a dataset of the Open Reaction Database (ORD), a public repository of structured organic reaction records. describe an organic reaction: reactants, conditions, products, and yield The reactants are S(N)(=O)(=O)C1=CC=C(C=C1)B(O)O ((4-sulfamoylphenyl)boronic acid), C([O-])([O-])=O.[K+].[K+] (Potassium carbonate), BrC1=C(OC=C1)C(=O)OCC (ethyl 3-bromofuran-2-carboxylate), Tetrakis(triphenyl phosphine)Palladium(0). Solvent: C(C)O (ethanol), C1(=CC=CC=C1)C (toluene). Reaction conditions: temperature 100 celsius, time 18 hour. Product: S(N)(=O)(=O)C1=CC=C(C=C1)C1=C(OC=C1)C(=O)OCC (ethyl 3-(4-sulfamoylphenyl)furan-2-carboxylate). Isolated yield 55.6%. As a reaction SMILES: [S:1]([C:5]1[CH:10]=[CH:9][C:8](B(O)O)=[CH:7][CH:6]=1)(=[O:4])(=[O:3])[NH2:2].C(=O)([O-])[O-].[K+].[K+].Br[C:21]1[CH:25]=[CH:24][O:23][C:22]=1[C:26]([O:28][CH2:29][CH3:30])=[O:27]>C(O)C.C1(C)C=CC=CC=1>[S:1]([C:5]1[CH:10]=[CH:9][C:8]([C:21]2[CH:25]=[CH:24][O:23][C:22]=2[C:26]([O:28][CH2:29][CH3:30])=[O:27])=[CH:7][CH:6]=1)(=[O:4])(=[O:3])[NH2:2] |f:1.2.3|. Procedure: (4-sulfamoylphenyl)boronic acid (1.76. gm, 8.77 mmol) and Potassium carbonate (2.52 gm, 18.26 mmol) were added to a stirred suspension of ethyl 3-bromofuran-2-carboxylate (Prepared according to the procedure reported in the literature EP1489077A1, 2004, 1.6 gm, 7.30 mmol) in a mixture of 80 ml of ethanol and 20 ml of toluene (80 ml:20 ml) under nitrogen atmosphere at room temperature (25° C.) in a tube. A nitrogen gas was purged to the suspension for 15 minute at room temperature (about 25° C.).... The reactants are C[O-], CC(=O)O, CO, CCS(=O)(=O)N(C)c1nc(C(=O)OC)c(OS(=O)(=O)c2ccc(C)cc2)c2ncccc12, [Na+], CN(C)C=O, O. Product: CCS(=O)(=O)N(C)c1nc(C(=O)OC)c(O)c2ncccc12. RXN SMILES: [CH3:1][O-:2].[CH3:36][C:37](=[O:38])[OH:39].[CH3:41][OH:42].[CH3:4][N:5]([c:6]1[c:7]2[cH:8][cH:9][cH:10][n:11][c:12]2[c:13]([O:20][S:21]([c:22]2[cH:23][cH:24][c:25]([CH3:26])[cH:27][cH:28]2)(=[O:29])=[O:30])[c:14]([C:16](=[O:17])[O:18][CH3:19])[n:15]1)[S:31](=[O:32])(=[O:33])[CH2:34][CH3:35].[Na+:3].[O:43]=[CH:44][N:45]([CH3:46])[CH3:47].[OH2:40]>>[CH3:4][N:5]([c:6]1[c:7]2[cH:8][cH:9][cH:10][n:11][c:12]2[c:13]([OH:20])[c:14]([C:16](=[O:17])[O:18][CH3:19])[n:15]1)[S:31](=[O:32])(=[O:33])[CH2:34][CH3:35].